From a dataset of the Open Reaction Database (ORD), a public repository of structured organic reaction records. describe an organic reaction: reactants, conditions, products, and yield The reactants are Cc1cc(C)cc(-c2[nH]c3ccc(NC(=O)N(C)C)cc3c2CCN(CCCCc2ccc(NS(C)(=O)=O)cc2)Cc2ccccc2)c1, CC(=O)O, CO, [H][H], C1CCOC1, [OH-], [OH-], O, [Pd+2]. The product is Cc1cc(C)cc(-c2[nH]c3ccc(NC(=O)N(C)C)cc3c2CCNCCCCc2ccc(NS(C)(=O)=O)cc2)c1. RXN SMILES: [CH2:1]([c:2]1[cH:3][cH:4][cH:5][cH:6][cH:7]1)[N:8]([CH2:9][CH2:10][CH2:11][CH2:12][c:13]1[cH:14][cH:15][c:16]([NH:19][S:20](=[O:21])(=[O:22])[CH3:23])[cH:17][cH:18]1)[CH2:24][CH2:25][c:26]1[c:27](-[c:41]2[cH:42][c:43]([CH3:48])[cH:44][c:45]([CH3:47])[cH:46]2)[nH:28][c:29]2[cH:30][cH:31][c:32]([NH:35][C:36](=[O:37])[N:38]([CH3:39])[CH3:40])[cH:33][c:34]12.[CH3:49][C:50](=[O:51])[OH:52].[CH3:60][OH:61].[H:53][H:54].[O:55]1[CH2:56][CH2:57][CH2:58][CH2:59]1.[OH-:63].[OH-:65].[OH2:62].[Pd+2:64]>>[NH:8]([CH2:9][CH2:10][CH2:11][CH2:12][c:13]1[cH:14][cH:15][c:16]([NH:19][S:20](=[O:21])(=[O:22])[CH3:23])[cH:17][cH:18]1)[CH2:24][CH2:25][c:26]1[c:27](-[c:41]2[cH:42][c:43]([CH3:48])[cH:44][c:45]([CH3:47])[cH:46]2)[nH:28][c:29]2[cH:30][cH:31][c:32]([NH:35][C:36](=[O:37])[N:38]([CH3:39])[CH3:40])[cH:33][c:34]12. Starting materials: NC=1C(=C(C=CC1)C(C)=O)O (3'-Amino-2'-hydroxyacetophenone), C1(=CC=CC=C1)CCCCOC1=CC=C(C(=O)Cl)C=C1 (4-(4-Phenylbutoxy)benzoyl chloride), Cl (hydrochloric acid), C([O-])([O-])=O.[K+].[K+] (potassium carbonate). The solvent is CC(=O)C (acetone). Reaction conditions: temperature 0 celsius, time 3 hour. Yields the product C(C)(=O)C1=CC=CC=C1 (acetophenone), 2-hydroxy-3-[4-(4-phenylbutoxy)benzamido). Yield: 70.0%. As a reaction SMILES: N[C:2]1[C:3](O)=[C:4]([C:8](=[O:10])[CH3:9])[CH:5]=[CH:6][CH:7]=1.C(=O)([O-])[O-].[K+].[K+].C1(CCCCOC2C=CC(C(Cl)=O)=CC=2)C=CC=CC=1.Cl>CC(C)=O>[C:8]([C:4]1[CH:5]=[CH:6][CH:7]=[CH:2][CH:3]=1)(=[O:10])[CH3:9] |f:1.2.3|. Reported procedure: 3'-Amino-2'-hydroxyacetophenone (1.51 g, 10 mmol) was dissolved in 50 ml of acetone, and potassium carbonate (6.90 g, 50 mmol) was added to the solution. 4-(4-Phenylbutoxy)benzoyl chloride (2.89 g, 10 mmol) was added dropwise to the mixture under stirring at 0° C., and stirring was conducted further for 3 hours. The resultant reaction mixture was poured into a 10% hydrochloric acid (100 ml) to conduct extraction with chloroform. An organic layer was washed with water, dried and then concentrated... Starting materials: Cl (HCl), O1CCOCC1 (dioxane), ice, C(C)(C)(C)OC(NCCN1C(=NC(=C1)I)CC)=O ([2-(2-ethyl-4-iodo-imidazol-1-yl)-ethyl]carbamic acid tert-butyl ester). Run in C(Cl)Cl (DCM). Conditions: temperature 0 celsius, time 15 minute. The product is C(C)C=1N(C=C(N1)I)CCN (2-(2-ethyl-4-iodo-imidazol-1-yl)-ethylamine), Cl (HCl). Reaction SMILES: C(OC(=O)[NH:7][CH2:8][CH2:9][N:10]1[CH:14]=[C:13]([I:15])[N:12]=[C:11]1[CH2:16][CH3:17])(C)(C)C.[ClH:19].O1CCOCC1>C(Cl)Cl>[CH2:16]([C:11]1[N:10]([CH2:9][CH2:8][NH2:7])[CH:14]=[C:13]([I:15])[N:12]=1)[CH3:17].[ClH:19]. Reported procedure: To an ice-cooled solution of [2-(2-ethyl-4-iodo-imidazol-1-yl)-ethyl]carbamic acid tert-butyl ester (5.720 g; 15.662 mmol) in DCM (125 ml) was added slowly 4N HCl in dioxane (78 ml; 312 mmol). The resulting suspension was stirred at 0° C. for 15 min., then at rt for 1 h. The volatiles were removed under reduced pressure, then under HV. The product 2-(2-ethyl-4-iodo-imidazol-1-yl)-ethylamine was obtained as a pale beige solid (5.96 g; 100%; presence of 3 eq. of HCl). LC-MS: tR=0.14 min.; [M+H]+=2... Starting materials: C(C)OC(C=CC=1C(=NC(=C(C1)OC)C1OCCO1)[N+](=O)[O-])=O (3-(6-[1,3]Dioxolan-2-yl-5-methoxy-2-nitro-pyridin-3-yl)-acrylic acid ethyl ester). Reagents/catalysts: [Pd] (Pd/C). The solvent is C(C)O (ethanol). Run at time 90 minute. Yields the product C(C)OC(CCC=1C(=NC(=C(C1)OC)C1OCCO1)N)=O (3-(2-amino-6-[1,3]dioxolan-2-yl-5-methoxy-pyridin-3-yl)-propionic acid ethyl ester). Reaction SMILES: [CH2:1]([O:3][C:4](=[O:23])[CH:5]=[CH:6][C:7]1[C:8]([N+:20]([O-])=O)=[N:9][C:10]([CH:15]2[O:19][CH2:18][CH2:17][O:16]2)=[C:11]([O:13][CH3:14])[CH:12]=1)[CH3:2]>C(O)C.[Pd]>[CH2:1]([O:3][C:4](=[O:23])[CH2:5][CH2:6][C:7]1[C:8]([NH2:20])=[N:9][C:10]([CH:15]2[O:19][CH2:18][CH2:17][O:16]2)=[C:11]([O:13][CH3:14])[CH:12]=1)[CH3:2]. Procedure details: The oil isolated in step 5 was dissolved in 30 ml of ethanol and hydrogenated for 90 minutes at 50 PSI using 10% Pd/C as the catalyst. The reaction mixture was filtered and evaporated to yield the intermediate 3-(2-amino-6-[1,3]dioxolan-2-yl-5-methoxy-pyridin-3-yl)-propionic acid ethyl ester as a dark oil. Mass Spectrum: m/e=297.1 (p+1). This material was dissolved in 10 ml of toluene and heated to reflux for 4 hours. The solution was cooled to room temperature and evaporated to yield 0.1 g of 7... Starting materials: Cl.CNC (dimethylamine hydrochloride), COC=1C=C(C=CC1)C(CCC1=CC=CC=C1)=O (1-(3-methoxyphenyl)-3-phenylpropan-1-one), C=O (paraformaldehyde), iminium. Solvent: C(C)#N (acetonitrile). Conditions: temperature 60 celsius, time 8 hour. The product is Cl.C(C1=CC=CC=C1)C(C(=O)C1=CC(=CC=C1)OC)CN(C)C (2-benzyl-3-dimethylamino-1-(3-methoxyphenyl)-propan-1-one hydrochloride). Reaction SMILES: [CH3:1][O:2][C:3]1[CH:4]=[C:5]([C:9](=[O:18])[CH2:10][CH2:11][C:12]2[CH:17]=[CH:16][CH:15]=[CH:14][CH:13]=2)[CH:6]=[CH:7][CH:8]=1.[CH2:19]=O.[ClH:21].[CH3:22][NH:23][CH3:24]>C(#N)C>[ClH:21].[CH2:11]([CH:10]([CH2:22][N:23]([CH3:19])[CH3:24])[C:9]([C:5]1[CH:6]=[CH:7][CH:8]=[C:3]([O:2][CH3:1])[CH:4]=1)=[O:18])[C:12]1[CH:17]=[CH:16][CH:15]=[CH:14][CH:13]=1 |f:2.3,5.6|. Procedure details: 28 g (0.12 mole) of 1-(3-methoxyphenyl)-3-phenylpropan-1-one were dissolved in 200 ml of acetonitrile, following which 11.3 g (0.12 mole) of the iminium salt of paraformaldehyde and dimethylamine hydrochloride were added under a nitrogen atmosphere. The reaction mixture was then heated for one hour at 60° C. and afterwards cooled to 20° C. The product partially precipitates on stirring overnight. The solvent was removed in vacuo and the crude product was dissolved in water. Sodium bicarbonate wa... Starting materials: CN(C=O)C (dimethylformamide), C(=NC(=N)N)(N)N (diguanide), C(C)N=C=S (ethylisothiocyanate). The solvent is O (water). Run at temperature 100 celsius. Product: NC1=NC(N(C(=N1)N)CC)=S (4,6-diamino-1-ethyl-S-triazine-2-thione). Isolated yield 104.9%. As a reaction SMILES: CN(C)C=O.[C:6]([NH2:12])([NH2:11])=[N:7][C:8](N)=[NH:9].[CH2:13]([N:15]=[C:16]=[S:17])[CH3:14]>O>[NH2:12][C:6]1[N:7]=[C:8]([NH2:9])[N:15]([CH2:13][CH3:14])[C:16](=[S:17])[N:11]=1. Procedure: To 15 ml of dry dimethylformamide were dissolved 1.52 g of diguanide and 1.31 g of ethylisothiocyanate, and the solution was heated at 100° C. for 4 hours. After cooling, the solution was added to 60 ml of water to produce white precipitates, which subsequently was dried to obtain 2.7 g of the title compound having the characteristics of: The reactants are ice water, C(C)(=O)N1CC(OC=2C1=CC=1C(C2)=NON1)(C)C (8-acetyl-7,8dihydro-6,6-dimethyl-6H-[1,2,5]oxadiazolo[3,4-g][1,4]benzoxazine), CO (methanol), C([O-])([O-])=O.[K+].[K+] (potassium carbonate). The solvent is O (water). Run at time 1 hour. Product: CC1(OC=2C(NC1)=CC=1C(C2)=NON1)C (7,8-dihydro-6,6-dimethyl-6H-[1,2,5]oxadiazolo[3,4-g][1,4]benzoxazine). Isolated yield 100.7%. RXN SMILES: C([N:4]1[C:9]2=[CH:10][C:11]3[C:12](=[N:14][O:15][N:16]=3)[CH:13]=[C:8]2[O:7][C:6]([CH3:18])([CH3:17])[CH2:5]1)(=O)C.CO.C(=O)([O-])[O-].[K+].[K+]>O>[CH3:17][C:6]1([CH3:18])[CH2:5][NH:4][C:9]2=[CH:10][C:11]3[C:12](=[N:14][O:15][N:16]=3)[CH:13]=[C:8]2[O:7]1 |f:2.3.4|. Reported procedure: A mixture of 1.22 g 8-acetyl-7,8dihydro-6,6-dimethyl-6H-[1,2,5]oxadiazolo[3,4-g][1,4]benzoxazine, 40 ml methanol, 4 ml water and 1.37 g potassium carbonate was stirred at room temperature for one hour, the reaction mixture was poured into 300 ml ice water, and the resulting mixture was extracted with ethyl acetate. The extract was dried over anhydrous magnesium sulfate, the solvents were distilled off from the dried solution, and the residue was subjected to column chromatography on silica gel. ... The reactants are CCC1(c2ccccc2)Cc2cc(OC)c(Cl)c(Cl)c2C1=O, Cl, O, c1ccncc1. Product: CCC1(c2ccccc2)Cc2cc(O)c(Cl)c(Cl)c2C1=O. As a reaction SMILES: [CH2:1]([CH3:2])[C:3]1([c:17]2[cH:18][cH:19][cH:20][cH:21][cH:22]2)[C:4](=[O:16])[c:5]2[c:6]([Cl:15])[c:7]([Cl:14])[c:8]([O:12][CH3:13])[cH:9][c:10]2[CH2:11]1.[ClH:23].[OH2:30].[n:24]1[cH:25][cH:26][cH:27][cH:28][cH:29]1>>[CH2:1]([CH3:2])[C:3]1([c:17]2[cH:18][cH:19][cH:20][cH:21][cH:22]2)[C:4](=[O:16])[c:5]2[c:6]([Cl:15])[c:7]([Cl:14])[c:8]([OH:12])[cH:9][c:10]2[CH2:11]1.